This data is from the Open Reaction Database (ORD), a public repository of structured organic reaction records. The task is: describe an organic reaction: reactants, conditions, products, and yield Starting materials: CN(C1=CC(=NC2=CC=C(C=C12)N)C)C (4-dimethylamino-2-methylquinolin-6-amine), ClC1=NC(=NC(=N1)Cl)Cl (2,4,6-trichloro-s-triazine), C([O-])([O-])=O.[K+].[K+] (potassium carbonate). Solvent: O1CCCC1 (tetrahydrofuran). Run at time 8 hour. The product is ClC1=NC(=NC(=N1)Cl)NC=1C=C2C(=CC(=NC2=CC1)C)N(C)C (4,6-dichloro-2-(4-dimethylamino-2-methylquinolin-6-yl)amino-[1,3,5]triazine). Isolated yield 98.0%. RXN SMILES: [CH3:1][N:2]([CH3:15])[C:3]1[C:12]2[C:7](=[CH:8][CH:9]=[C:10]([NH2:13])[CH:11]=2)[N:6]=[C:5]([CH3:14])[CH:4]=1.[Cl:16][C:17]1[N:22]=[C:21](Cl)[N:20]=[C:19]([Cl:24])[N:18]=1.C(=O)([O-])[O-].[K+].[K+]>O1CCCC1>[Cl:16][C:17]1[N:18]=[C:19]([Cl:24])[N:20]=[C:21]([NH:13][C:10]2[CH:11]=[C:12]3[C:7](=[CH:8][CH:9]=2)[N:6]=[C:5]([CH3:14])[CH:4]=[C:3]3[N:2]([CH3:15])[CH3:1])[N:22]=1 |f:2.3.4|. Procedure: A solution containing 3 g of 4-dimethylamino-2-methylquinolin-6-amine, 2.75 g of 2,4,6-trichloro-s-triazine and 4 g of potassium carbonate in 300 ml of tetrahydrofuran is stirred overnight at room temperature, in a 1 l three-necked flask. The reaction medium is filtered, and then the filtrate is concentrated under reduced pressure; 5.1 g (98%) of 4,6-dichloro-2-(4-dimethylamino-2-methylquinolin-6-yl)amino-[1,3,5]triazine are thus obtained in the form of a brown solid whose characteristics are th...